From a dataset of the Open Reaction Database (ORD), a public repository of structured organic reaction records. describe an organic reaction: reactants, conditions, products, and yield Reactants: CCCc1c(CNC)ccc2ccccc12, CNCc1sc2ccccc2c1C, Cl, O=C(O)C=Cc1cnc2c(c1)CN(CCCN1CCOCC1)C(=O)N2. The product is Cl, Cc1c(CNC(=O)C=Cc2cnc3c(c2)CN(CCCN2CCOCC2)C(=O)N3)sc2ccccc12. RXN SMILES: [CH3:14][NH:15][CH2:16][c:17]1[cH:18][cH:19][c:20]2[c:21]([cH:22][cH:23][cH:24][cH:25]2)[c:26]1[CH2:27][CH2:28][CH3:29].[CH3:1][NH:2][CH2:3][c:4]1[c:5]([CH3:13])[c:6]2[c:7]([s:8]1)[cH:9][cH:10][cH:11][cH:12]2.[ClH:30].[O:31]1[CH2:32][CH2:33][N:34]([CH2:37][CH2:38][CH2:39][N:40]2[C:41](=[O:55])[NH:42][c:43]3[c:44]([cH:46][c:47]([CH:50]=[CH:51][C:52](=[O:53])[OH:54])[cH:48][n:49]3)[CH2:45]2)[CH2:35][CH2:36]1>>[ClH:30].[NH:2]([CH2:3][c:4]1[c:5]([CH3:13])[c:6]2[c:7]([s:8]1)[cH:9][cH:10][cH:11][cH:12]2)[C:52]([CH:51]=[CH:50][c:47]1[cH:46][c:44]2[c:43]([n:49][cH:48]1)[NH:42][C:41](=[O:55])[N:40]([CH2:39][CH2:38][CH2:37][N:34]1[CH2:33][CH2:32][O:31][CH2:36][CH2:35]1)[CH2:45]2)=[O:53]. The reactants are c1ccc2nc(N3CCNCC3)ccc2c1, O=C(NCc1ccncc1)C1(CCCCBr)c2ccccc2-c2ccccc21. The product is O=C(NCc1ccncc1)C1(CCCCN2CCN(c3ccc4ccccc4n3)CC2)c2ccccc2-c2ccccc21. As a reaction SMILES: [N:29]1([c:35]2[n:36][c:37]3[cH:38][cH:39][cH:40][cH:41][c:42]3[cH:43][cH:44]2)[CH2:30][CH2:31][NH:32][CH2:33][CH2:34]1.[n:1]1[cH:2][cH:3][c:4]([CH2:7][NH:8][C:9](=[O:10])[C:11]2([CH2:24][CH2:25][CH2:26][CH2:27][Br:28])[c:12]3[cH:13][cH:14][cH:15][cH:16][c:17]3-[c:18]3[cH:19][cH:20][cH:21][cH:22][c:23]32)[cH:5][cH:6]1>>[n:1]1[cH:2][cH:3][c:4]([CH2:7][NH:8][C:9](=[O:10])[C:11]2([CH2:24][CH2:25][CH2:26][CH2:27][N:32]3[CH2:31][CH2:30][N:29]([c:35]4[n:36][c:37]5[cH:38][cH:39][cH:40][cH:41][c:42]5[cH:43][cH:44]4)[CH2:34][CH2:33]3)[c:12]3[cH:13][cH:14][cH:15][cH:16][c:17]3-[c:18]3[cH:19][cH:20][cH:21][cH:22][c:23]32)[cH:5][cH:6]1. Starting materials: O1CCC2=C1C(=CC=C2)C(CC(=O)O)(C)C (3-(2,3-Dihydrobenzofur-7-yl)-3-methylbutanoic acid), O=S(Cl)Cl (SOCl2), Cl.CNOC (N,O-dimethylhydroxylamine hydrochloride), Cl (HCl). Run in C(Cl)Cl (CH2Cl2), N1=CC=CC=C1 (pyridine). Run at time 30 minute. Product: CN(C(CC(C)(C)C1=CC=CC=2CCOC21)=O)OC (3-(2,3-dihydrobenzofur-7-yl)-3-methylbutanoic acid N,O-dimethylhydroxylamide). The yield is 99.3%. Reaction SMILES: [O:1]1[C:5]2[C:6]([C:10]([CH3:16])([CH3:15])[CH2:11][C:12]([OH:14])=O)=[CH:7][CH:8]=[CH:9][C:4]=2[CH2:3][CH2:2]1.O=S(Cl)Cl.Cl.[CH3:22][NH:23][O:24][CH3:25].Cl>C(Cl)Cl.N1C=CC=CC=1>[CH3:22][N:23]([O:24][CH3:25])[C:12](=[O:14])[CH2:11][C:10]([C:6]1[C:5]2[O:1][CH2:2][CH2:3][C:4]=2[CH:9]=[CH:8][CH:7]=1)([CH3:16])[CH3:15] |f:2.3|. Procedure: 3-(2,3-Dihydrobenzofur-7-yl)-3-methylbutanoic acid (800 mg) in CH2Cl2 (10 mL) was treated with SOCl2 (0.315 mL) at 0° C. After 30 minutes, N,O-dimethylhydroxylamine hydrochloride (421 mg) in pyridine (1.5 mL) was added to the green mixture at 0° C. After another 30 minutes, 15 mL of 2 M HCl was added. The organic phase was separated and the aqueous layer was extracted with three 20 mL portions of CH2Cl2. The combined organic phases were dried over magnesium sulfate. The solvent was removed to yi... Reactants: Intermediate 274A, C(CCC)N(C(=O)C=1N=C(NC1)C1=C(C=C(C(=O)OC)C=C1)C(=O)OCC1=CC=CC=C1)CCCC (3-benzyl 1-methyl 4-(4-(dibutylcarbamoyl)-1H-imidazol-2-yl)isophthalate), Cl.ClCCN1CCOCC1 (4-(2-chloroethyl)morpholine hydrochloride). Yields the product C(CCC)N(C(=O)C=1N=C(N(C1)CCN1CCOCC1)C1=C(C=C(C(=O)OC)C=C1)C(=O)OCC1=CC=CC=C1)CCCC (3-Benzyl 1-methyl 4-(4-(dibutylcarbamoyl)-1-(2-morpholinoethyl)-1H-imidazol-2-yl)isophthalate). Yield: 69.6%. Reaction SMILES: [CH2:1]([N:5]([CH2:33][CH2:34][CH2:35][CH3:36])[C:6]([C:8]1[N:9]=[C:10]([C:13]2[CH:22]=[CH:21][C:16]([C:17]([O:19][CH3:20])=[O:18])=[CH:15][C:14]=2[C:23]([O:25][CH2:26][C:27]2[CH:32]=[CH:31][CH:30]=[CH:29][CH:28]=2)=[O:24])[NH:11][CH:12]=1)=[O:7])[CH2:2][CH2:3][CH3:4].Cl.Cl[CH2:39][CH2:40][N:41]1[CH2:46][CH2:45][O:44][CH2:43][CH2:42]1>>[CH2:33]([N:5]([CH2:1][CH2:2][CH2:3][CH3:4])[C:6]([C:8]1[N:9]=[C:10]([C:13]2[CH:22]=[CH:21][C:16]([C:17]([O:19][CH3:20])=[O:18])=[CH:15][C:14]=2[C:23]([O:25][CH2:26][C:27]2[CH:28]=[CH:29][CH:30]=[CH:31][CH:32]=2)=[O:24])[N:11]([CH2:39][CH2:40][N:41]2[CH2:46][CH2:45][O:44][CH2:43][CH2:42]2)[CH:12]=1)=[O:7])[CH2:34][CH2:35][CH3:36] |f:1.2|. Procedure: Following a procedure analogous to that for the synthesis of Intermediate 274A, 3-benzyl 1-methyl 4-(4-(dibutylcarbamoyl)-1H-imidazol-2-yl)isophthalate (280 mg, 0.57 mmol) and 4-(2-chloroethyl)morpholine hydrochloride (106 mg, 0.57 mmol) were converted to the title compound (240 mg, 70%). 1H NMR (CDCl3) δ 8.68 (d, J=1.6 Hz, 1H), 8.23 (dd, J=8.0, 1.6 Hz, 1H), 7.62 (s, 1H), 7.53 (d, J=8.0 Hz, 1H), 7.36-7.32 (m, 3H), 7.25-7.23 (m, 2H), 5.14 (s, 2H), 3.97 (s, 3H), 3.92 (br s, 2H), 3.60-3.54 (m, 6H),... Reactants: Cc1c(NCCN2CCCC2)cc(CCC(C)(C)C)cc1N1CCN(C(=O)OC(C)(C)C)CC1, CO, Cl, C1COCCO1. The product is Cc1c(NCCN2CCCC2)cc(CCC(C)(C)C)cc1N1CCNCC1, Cl. As a reaction SMILES: [CH3:1][C:2]([CH2:3][CH2:4][c:5]1[cH:6][c:7]([NH:25][CH2:26][CH2:27][N:28]2[CH2:29][CH2:30][CH2:31][CH2:32]2)[c:8]([CH3:24])[c:9]([N:11]2[CH2:12][CH2:13][N:14]([C:17]([O:18][C:19]([CH3:20])([CH3:21])[CH3:22])=[O:23])[CH2:15][CH2:16]2)[cH:10]1)([CH3:33])[CH3:34].[CH3:36][OH:37].[ClH:35].[O:38]1[CH2:39][CH2:40][O:41][CH2:42][CH2:43]1>>[CH3:1][C:2]([CH2:3][CH2:4][c:5]1[cH:6][c:7]([NH:25][CH2:26][CH2:27][N:28]2[CH2:29][CH2:30][CH2:31][CH2:32]2)[c:8]([CH3:24])[c:9]([N:11]2[CH2:12][CH2:13][NH:14][CH2:15][CH2:16]2)[cH:10]1)([CH3:33])[CH3:34].[ClH:35].